This data is from the Open Reaction Database (ORD), a public repository of structured organic reaction records. The task is: describe an organic reaction: reactants, conditions, products, and yield Starting materials: C(C)(C)(C)OC(=O)N1[C@H]2CCC[C@H]2C[C@H]1CNCC1=CC=CC=C1 ((1S,3S,5S)-3-(benzylamino-methyl)-2-azabicyclo[3.3.0]octane-2-carboxylic acid tert-butyl ester). Reagents/catalysts: [Pd] (Pd/C). The solvent is C(C)O (ethanol), C(C)O (ethanol). Run at time 16 hour. Product: C(C)(C)(C)OC(=O)N1[C@H]2CCC[C@H]2C[C@H]1CN ((1S,3S,5S)-3-aminomethyl-2-azabicyclo[3.3.0]octane-2-carboxylic acid tert-butyl ester). Reaction SMILES: [C:1]([O:5][C:6]([N:8]1[C@H:15]([CH2:16][NH:17]CC2C=CC=CC=2)[CH2:14][C@H:13]2[C@@H:9]1[CH2:10][CH2:11][CH2:12]2)=[O:7])([CH3:4])([CH3:3])[CH3:2]>C(O)C.[Pd]>[C:1]([O:5][C:6]([N:8]1[C@H:15]([CH2:16][NH2:17])[CH2:14][C@H:13]2[C@@H:9]1[CH2:10][CH2:11][CH2:12]2)=[O:7])([CH3:4])([CH3:3])[CH3:2]. Procedure details: A solution of (1S,3S,5S)-3-(benzylamino-methyl)-2-azabicyclo[3.3.0]octane-2-carboxylic acid tert-butyl ester (9.0 mmol) in ethanol (10 mL) is added to a suspension of Pd/C (1.9 g, 10%) in ethanol (40 mL) and stirred under a hydrogen atmosphere (1 bar) for 16 h. After filtration through celite, washing with ethanol and removal of the solvents the desired amine is obtained which is used without further purification. LC-MS: tR=0.73 min; [M+H]+=241.4. The reactants are N1CCC(CC1)NC(OC(C)(C)C)=O (tert-butyl piperidin-4-ylcarbamate), FC=1C=C(C=O)C=C(C1)F (3,5-difluorobenzaldehyde). Product: FC=1C=C(CN2CCC(CC2)NC(OC(C)(C)C)=O)C=C(C1)F (tert-Butyl 1-(3,5-difluorobenzyl)piperidin-4-ylcarbamate). RXN SMILES: [NH:1]1[CH2:6][CH2:5][CH:4]([NH:7][C:8](=[O:14])[O:9][C:10]([CH3:13])([CH3:12])[CH3:11])[CH2:3][CH2:2]1.[F:15][C:16]1[CH:17]=[C:18]([CH:21]=[C:22]([F:24])[CH:23]=1)[CH:19]=O>>[F:15][C:16]1[CH:17]=[C:18]([CH:21]=[C:22]([F:24])[CH:23]=1)[CH2:19][N:1]1[CH2:2][CH2:3][CH:4]([NH:7][C:8](=[O:14])[O:9][C:10]([CH3:11])([CH3:13])[CH3:12])[CH2:5][CH2:6]1. Reported procedure: The title compound was prepared (3.3 g, 100%) from tert-butyl piperidin-4-ylcarbamate (2 g, 10 m mol) and 3,5-difluorobenzaldehyde (1.42 g, 10 mmol) by following the general procedure described for Preparation 3. 1H NMR (400 MHz, CDCl3): δ 6.85 (m, 2H), 6.65 (m, 1H), 4.45 (bs, 1H), 3.50 (m, 1H), 3.05 (s, 2H), 2.75 (m, 2H), 2.10 (m, 2H), 1.90 (m, 2H), 1.45 (m, 11H). MS (ESI) m/z: Calculated: 326.38; Observed: 327.0 (M++1). The reactants are O=C(CP(OC)(OC)=O)CCCCCOC1OCCCC1 (dimethyl 2-oxo-7-(2-tetrahydropyranyloxy)-heptylphosphonate), C1(=CC=CC=C1)S(=O)(=O)Cl (benzenesulphonyl chloride), [H-].[Na+] (sodium hydride), solution, C(CCC)[Li] (n-butyllithium). The solvent is O1CCCC1 (tetrahydrofuran), O1CCCC1 (tetrahydrofuran), O1CCCC1 (tetrahydrofuran), C(C)(=O)O (acetic acid), CCCCCC (n-hexane). Run at temperature 0 celsius, time 30 minute. Product: O=C(CP(OC)(OC)=O)C(CCCCOC1OCCCC1)Cl (Dimethyl 2-oxo-3-chloro-7-(2-tetrahydropyranyloxy)-heptylphosphonate). RXN SMILES: [O:1]=[C:2]([CH2:10][CH2:11][CH2:12][CH2:13][CH2:14][O:15][CH:16]1[CH2:21][CH2:20][CH2:19][CH2:18][O:17]1)[CH2:3][P:4](=[O:9])([O:7][CH3:8])[O:5][CH3:6].[H-].[Na+].C([Li])CCC.C1(S([Cl:38])(=O)=O)C=CC=CC=1>CCCCCC.C(O)(=O)C.O1CCCC1>[O:1]=[C:2]([CH:10]([Cl:38])[CH2:11][CH2:12][CH2:13][CH2:14][O:15][CH:16]1[CH2:21][CH2:20][CH2:19][CH2:18][O:17]1)[CH2:3][P:4](=[O:9])([O:7][CH3:8])[O:5][CH3:6] |f:1.2|. Procedure details: Under an atmosphere of nitrogen, a solution of 4.2 g. of dimethyl 2-oxo-7-(2-tetrahydropyranyloxy)-heptylphosphonate (prepared as described above) in 15 ml. of tetrahydrofuran was added to a suspension of 596 mg. of sodium hydride (63% content) in 20 ml. of tetrahydrofuran at room temperature, and the mixture was stirred at the same temperature for 30 minutes. After cooling to 0° C., 14 ml. of a 1.3M solution of n-butyllithium in n-hexane were added to the solution and the mixture was stirred at... The reactants are Cl.NCC1CC=2N(C3=CC=CC=C3C2C=2C(NC(C2C2=CN(C3=CC=CC=C23)C)=O)=O)CC1 (3-[8-(aminomethyl)-6,7,8,9-tetrahydropyrido[1,2-a]indol-10-yl]-4-(1-methyl-3-indolyl)-1H-pyrrole-2,5-dione hydrochloride), C1=CN(C=N1)C(=S)N2C=CN=C2 (1,1-thiocarbonyldiimidazole). Solvent: CN(C=O)C (dimethylformamide), O1CCCC1 (tetrahydrofuran). Yields the product N(=C=S)C1CC=2N(C3=CC=CC=C3C2C=2C(NC(C2C2=CN(C3=CC=CC=C23)C)=O)=O)CC1 (3-[6,7,8,9-tetrahydro-8-isothiocyanato-pyrido[1,2-a]indol-10-yl]-4-(1-methyl-3-indolyl)-1H-pyrrole-2,5-dione). Isolated yield 59.9%. RXN SMILES: Cl.NC[CH:4]1[CH2:33][CH2:32][N:7]2[C:8]3[C:13]([C:14]([C:15]4[C:16](=[O:31])[NH:17][C:18](=[O:30])[C:19]=4[C:20]4[C:28]5[C:23](=[CH:24][CH:25]=[CH:26][CH:27]=5)[N:22]([CH3:29])[CH:21]=4)=[C:6]2[CH2:5]1)=[CH:12][CH:11]=[CH:10][CH:9]=3.C1N=C[N:36]([C:39](N2C=NC=C2)=[S:40])C=1>CN(C)C=O.O1CCCC1>[N:36]([CH:4]1[CH2:33][CH2:32][N:7]2[C:8]3[C:13]([C:14]([C:15]4[C:16](=[O:31])[NH:17][C:18](=[O:30])[C:19]=4[C:20]4[C:28]5[C:23](=[CH:24][CH:25]=[CH:26][CH:27]=5)[N:22]([CH3:29])[CH:21]=4)=[C:6]2[CH2:5]1)=[CH:12][CH:11]=[CH:10][CH:9]=3)=[C:39]=[S:40] |f:0.1|. Procedure: A solution of 505 mg of the pyrroledione product of Example 2 in 20 ml of dimethylformamide was treated with a solution of 222 mg of 1,1-thiocarbonyldiimidazole in 5 ml of tetrahydrofuran. After 17 hours the solvent was evaporated and the residue was purified by chromatography on silica gel with methanol/dichloromethane (1:99). Trituration with n-hexane gave 297 mg of 3-[6,7,8,9-tetrahydro-8-isothiocyanato-pyrido[1,2-a]indol-10-yl]-4-(1-methyl-3-indolyl)-1H-pyrrole-2,5-dione in the form of a red... Starting materials: OC1=C(C=C(C=C1C)CCC(=O)C=1SC(=C(C1)C1=CC=CC=C1)CCC)C (3-(4-hydroxy-3,5-dimethyl-phenyl)-1-(4-phenyl-5-propyl-thiophen-2-yl)-propan-1-one), ClC[C@H](CO)O ((S)-3-chloro-propane-1,2-diol), ClC[C@H](CO)O ((S)-3-chloro-propane-1,2-diol). Solvent: C(C)(C)O (isopropanol), [OH-].[Na+] (NaOH). Conditions: temperature 70 celsius, time 14 hour. Yields the product O[C@H](COC1=C(C=C(C=C1C)CCC(=O)C=1SC(=C(C1)C1=CC=CC=C1)CCC)C)CO (3-[4-((S)-2,3-dihydroxy-propoxy)-3,5-dimethyl-phenyl]-1-(4-phenyl-5-propyl-thiophen-2-yl)-propan-1-one). The yield is 26.5%. As a reaction SMILES: [OH:1][C:2]1[C:7]([CH3:8])=[CH:6][C:5]([CH2:9][CH2:10][C:11]([C:13]2[S:14][C:15]([CH2:24][CH2:25][CH3:26])=[C:16]([C:18]3[CH:23]=[CH:22][CH:21]=[CH:20][CH:19]=3)[CH:17]=2)=[O:12])=[CH:4][C:3]=1[CH3:27].Cl[CH2:29][C@@H:30]([OH:33])[CH2:31][OH:32]>C(O)(C)C.[OH-].[Na+]>[OH:33][C@@H:30]([CH2:31][OH:32])[CH2:29][O:1][C:2]1[C:7]([CH3:8])=[CH:6][C:5]([CH2:9][CH2:10][C:11]([C:13]2[S:14][C:15]([CH2:24][CH2:25][CH3:26])=[C:16]([C:18]3[CH:23]=[CH:22][CH:21]=[CH:20][CH:19]=3)[CH:17]=2)=[O:12])=[CH:4][C:3]=1[CH3:27] |f:3.4|. Reported procedure: A solution of 3-(4-hydroxy-3,5-dimethyl-phenyl)-1-(4-phenyl-5-propyl-thiophen-2-yl)-propan-1-one (47 mg, 125 μmol) in isopropanol (2 mL) and 3 N aq. NaOH (0.5 mL) is treated with (S)-3-chloro-propane-1,2-diol (55 mg, 0.50 mmol) and the mixture is stirred at 70° C. for 14 h. Another portion of (S)-3-chloro-propane-1,2-diol (55 mg, 0.50 mmol) is added and stirring is continued at 70° C. for 24 h. The solvent is removed in vacuo and the residue is separated on prep. TLC plates with heptane:EA 2:1 t... Starting materials: COC=1C=C(C=C(C1)OC)NC1=NC(=NC(=C1C(=O)OCC)C)SC (ethyl 4-(3,5-dimethoxyphenylamino)-6-methyl-2(methylthio)pyrimidine-5-carboxylate), COC(N(C)C)OC (N,N-dimethylformamide dimethylacetal). The solvent is C(Cl)Cl (DCM), O (water), CN(C)C=O (DMF). Run at temperature 130 celsius, time 2 hour. The product is COC=1C=C(C=C(C1)OC)NC1=NC(=NC(=C1C(=O)OCC)\C=C\N(C)C)SC ((E)-Ethyl 4-(3,5-dimethoxyphenylamino)-6-(2-(dimethylamino)vinyl)-2-(methylthio)pyrimidine-5-carboxylate). Isolated yield 102.0%. RXN SMILES: [CH3:1][O:2][C:3]1[CH:4]=[C:5]([NH:11][C:12]2[C:17]([C:18]([O:20][CH2:21][CH3:22])=[O:19])=[C:16]([CH3:23])[N:15]=[C:14]([S:24][CH3:25])[N:13]=2)[CH:6]=[C:7]([O:9][CH3:10])[CH:8]=1.CO[CH:28](OC)[N:29]([CH3:31])[CH3:30]>CN(C=O)C.C(Cl)Cl.O>[CH3:10][O:9][C:7]1[CH:6]=[C:5]([NH:11][C:12]2[C:17]([C:18]([O:20][CH2:21][CH3:22])=[O:19])=[C:16](/[CH:23]=[CH:28]/[N:29]([CH3:31])[CH3:30])[N:15]=[C:14]([S:24][CH3:25])[N:13]=2)[CH:4]=[C:3]([O:2][CH3:1])[CH:8]=1. Procedure: To the solution of ethyl 4-(3,5-dimethoxyphenylamino)-6-methyl-2(methylthio)pyrimidine-5-carboxylate (2.7 g, 7.4 mmol) in 30 mL DMF was added N,N-dimethylformamide dimethylacetal (1.58 mL, 11.1 mmol). The reaction mixture was stirred at 130° C. for 2 hour. After monitoring the reaction by TLC was cooled to room temperature, then the mixture was diluted with DCM and water. After extracted three times by DCM from the aqueous layer, the combined organic layer was dried over MgSO4. The solution was ... The reactants are C1=C(C=CC=2C3=CC=CC=C3CC12)C(C(=O)O)=O (fluorene-2-glyoxylic acid), Grignard reagent, ice water, [Mg] (magnesium), CI (methyl iodide), Cl (HCl). Solvent: CCOCC (ether), CCOCC (ether), C(C)(=O)O (acetic acid). Run at time 2 hour. The product is CC(C(=O)O)(C1=CC=2CC3=CC=CC=C3C2C=C1)O (α-methyl-α-hydroxyfluorene-2-acetic acid). RXN SMILES: [CH:1]1[C:13]2[CH2:12][C:11]3[C:6](=[CH:7][CH:8]=[CH:9][CH:10]=3)[C:5]=2[CH:4]=[CH:3][C:2]=1[C:14](=[O:18])[C:15]([OH:17])=[O:16].[Mg].[CH3:20]I.Cl>CCOCC.C(O)(=O)C>[CH3:20][C:14]([OH:18])([C:2]1[CH:3]=[CH:4][C:5]2[C:6]3[C:11](=[CH:10][CH:9]=[CH:8][CH:7]=3)[CH2:12][C:13]=2[CH:1]=1)[C:15]([OH:17])=[O:16]. Procedure: A cooled solution of fluorene-2-glyoxylic acid (4.5 g) in ether (150 ml) is treated dropwise over a 45 minute period with Grignard reagent prepared from magnesium (2.1 g) and methyl iodide (6.5 ml) in ether (145 ml). The mixture is then stirred for 2 hours at room temperature and poured into ice water. The mixture is treated with 250 ml 50% acetic acid and finally acidified to pH 2.0 with 10% HCl. The ether layer is separated, and the aqueous extracted with additional ether. The combined ether e... Reactants: ClC1=C(C=CC(=C1)Cl)CC(=O)O (2,4-dichlorophenylacetic acid), NC(C(=O)OCC(C)C)CC (iso-butyl 2-aminobutyrate). Yields the product C(C(C)C)OC(C(CC)NC(CC1=C(C=C(C=C1)Cl)Cl)=O)=O (2-[(2,4-dichlorophenyl)acetamido]butyric acid iso-butyl ester). RXN SMILES: [Cl:1][C:2]1[CH:7]=[C:6]([Cl:8])[CH:5]=[CH:4][C:3]=1[CH2:9][C:10]([OH:12])=O.[NH2:13][CH:14]([CH2:22][CH3:23])[C:15]([O:17][CH2:18][CH:19]([CH3:21])[CH3:20])=[O:16]>>[CH2:18]([O:17][C:15](=[O:16])[CH:14]([NH:13][C:10](=[O:12])[CH2:9][C:3]1[CH:4]=[CH:5][C:6]([Cl:8])=[CH:7][C:2]=1[Cl:1])[CH2:22][CH3:23])[CH:19]([CH3:20])[CH3:21]. Reported procedure: Following General Procedure BI above and using 2,4-dichlorophenylacetic acid (Aldrich) and iso-butyl 2-aminobutyrate (prepared following General Procedure BJ above), the title compound was prepared. The reaction was monitored by tlc on silica gel and purification was by filtration as described in the general procedure. The reactants are ClC1=CC=C(C=C1)C=1C=C(C=NC1OCC(F)(F)F)N (5-(4-chloro-phenyl)-6-(2,2, 2-trifluoro-ethoxy)-pyridin-3-ylamine), O1N=CC=C1C(=O)O (5-isoxazolecarboxylic acid). The product is ClC1=CC=C(C=C1)C=1C=C(C=NC1OCC(F)(F)F)NC(=O)C1=CC=NO1 (5-isoxazolecarboxylic acid[5-(4-chloro-phenyl)-6-(2,2,2-trifluoro-ethoxy)-pyridin-3-yl]-amide). As a reaction SMILES: [Cl:1][C:2]1[CH:7]=[CH:6][C:5]([C:8]2[CH:9]=[C:10]([NH2:20])[CH:11]=[N:12][C:13]=2[O:14][CH2:15][C:16]([F:19])([F:18])[F:17])=[CH:4][CH:3]=1.[O:21]1[C:25]([C:26](O)=[O:27])=[CH:24][CH:23]=[N:22]1>>[Cl:1][C:2]1[CH:3]=[CH:4][C:5]([C:8]2[CH:9]=[C:10]([NH:20][C:26]([C:25]3[O:21][N:22]=[CH:23][CH:24]=3)=[O:27])[CH:11]=[N:12][C:13]=2[O:14][CH2:15][C:16]([F:17])([F:18])[F:19])=[CH:6][CH:7]=1. Procedure details: The title compound was synthesized in analogy to Example 1, using 5-(4-chloro-phenyl)-6-(2,2, 2-trifluoro-ethoxy)-pyridin-3-ylamine and 5-isoxazolecarboxylic acid as starting materials, MS (LC/MS): 398.0 (M+H).